From a dataset of the Open Reaction Database (ORD), a public repository of structured organic reaction records. describe an organic reaction: reactants, conditions, products, and yield As a reaction SMILES: CSCCO.[H-].[Na+].[N+:8]([C:11](=[C:16]1[NH:21][CH2:20][CH2:19][CH2:18][S:17]1)[C:12]([O:14]C)=[O:13])([O-:10])=[O:9]>O1CCCC1>[N+:8]([C:11](=[C:16]1[NH:21][CH2:20][CH2:19][CH2:18][S:17]1)[C:12]([OH:14])=[O:13])([O-:10])=[O:9] |f:1.2|. The product is 2-(methylthio)ethyl ester, [N+](=O)([O-])C(C(=O)O)=C1SCCCN1 (nitro(tetrahydro-2H-1,3-thiazin-2-ylidene)acetic acid). Starting materials: [N+](=O)([O-])C(C(=O)OC)=C1SCCCN1 (methyl nitro(tetrahydro-2H-1,3-thiazin-2-ylidene)acetate), CSCCO (2-(methylthio)ethanol), [H-].[Na+] (sodium hydride). Solvent: O1CCCC1 (tetrahydrofuran), O1CCCC1 (tetrahydrofuran). Reported procedure: A solution of 100 g of 2-(methylthio)ethanol in dry tetrahydrofuran was added slowly to a solution of 6.0 g of sodium hydride (57% in mineral oil) in dry tetrahydrofuran at 0°. The mixture was then allowed to warm to room temperature and 13.1 g of methyl nitro(tetrahydro-2H-1,3-thiazin-2-ylidene)acetate (1A), prepared as described in U.S. Pat. No. 3,962,234, was added, and the mixture was allowed to stand overnight at room temperature. The solvent then was evaporated under reduced pressure, the ... Run at time 8 hour. Reactants: NC=1C=C(C=CC1)C1CCNCC1 (4-(3-aminophenyl)piperidine), Cl (HCl), Cl (hydrochloride), ClC(=O)OC1=CC=C(C=C1)OC1=NC=C(C=C1)C(F)(F)F (4-(5-trifluoromethyl-pyridin-2-yloxy)-phenyl chloroformate). The solvent is C(C)(=O)OCC (ethyl acetate), ClCCl (dichloromethane), CN(C=O)C (dimethylformamide). Yields the product FC(C=1C=CC(=NC1)OC1=CC=C(C=C1)OC(=O)N1CCC(CC1)C1=CC(=CC=C1)N)(F)F (4-(3-Amino-phenyl)-pipendine-1-carboxylic acid 4-(5-trifluoromethyl-pyridin2-yloxy)-phenyl ester). Reaction SMILES: [NH2:1][C:2]1[CH:3]=[C:4]([CH:8]2[CH2:13][CH2:12][NH:11][CH2:10][CH2:9]2)[CH:5]=[CH:6][CH:7]=1.Cl.Cl[C:16]([O:18][C:19]1[CH:24]=[CH:23][C:22]([O:25][C:26]2[CH:31]=[CH:30][C:29]([C:32]([F:35])([F:34])[F:33])=[CH:28][N:27]=2)=[CH:21][CH:20]=1)=[O:17]>ClCCl.CN(C)C=O.C(OCC)(=O)C>[F:34][C:32]([F:33])([F:35])[C:29]1[CH:30]=[CH:31][C:26]([O:25][C:22]2[CH:23]=[CH:24][C:19]([O:18][C:16]([N:11]3[CH2:12][CH2:13][CH:8]([C:4]4[CH:5]=[CH:6][CH:7]=[C:2]([NH2:1])[CH:3]=4)[CH2:9][CH2:10]3)=[O:17])=[CH:20][CH:21]=2)=[N:27][CH:28]=1. Reported procedure: The title product was prepared from 4-(3-aminophenyl)piperidine (released form the correspondent hydrochloride by a standard procedure) and 4-(5-trifluoromethyl-pyridin-2-yloxy)-phenyl chloroformate, preparative HPLC (method C) (reaction performed in a mixture of dichloromethane and dimethylformamide, 5:3). 1.7 M HCl in ethyl acetate was added to the pooled fractions containing the title product, and the fractions was evaporated to dryness (7%, light yellow solid). HPLC-MS m/z=(M+1) 458.0, Rt: 3... Starting materials: O=C([O-])[O-], CCB(CC)CC, C1CCOC1, CCOC(=O)C1=Cc2cc(I)cc(Cl)c2OC1C(F)(F)F, [K+], [K+], CN(C)C=O, O, [Pd], c1ccc(P(c2ccccc2)c2ccccc2)cc1, c1ccc(P(c2ccccc2)c2ccccc2)cc1, c1ccc(P(c2ccccc2)c2ccccc2)cc1, c1ccc(P(c2ccccc2)c2ccccc2)cc1. The product is CCOC(=O)C1=Cc2cc(CC)cc(Cl)c2OC1C(F)(F)F. RXN SMILES: [C:22](=[O:23])([O-:24])[O-:25].[CH2:28]([CH3:29])[B:30]([CH2:31][CH3:32])[CH2:33][CH3:34].[CH2:41]1[O:42][CH2:43][CH2:44][CH2:45]1.[Cl:1][c:2]1[cH:3][c:4]([I:21])[cH:5][c:6]2[c:11]1[O:10][CH:9]([C:12]([F:13])([F:14])[F:15])[C:8]([C:16](=[O:17])[O:18][CH2:19][CH3:20])=[CH:7]2.[K+:26].[K+:27].[O:36]=[CH:37][N:38]([CH3:39])[CH3:40].[OH2:35].[Pd:46].[c:104]1([P:105]([c:106]2[cH:107][cH:108][cH:109][cH:110][cH:111]2)[c:112]2[cH:113][cH:114][cH:115][cH:116][cH:117]2)[cH:118][cH:119][cH:120][cH:121][cH:122]1.[c:47]1([P:48]([c:49]2[cH:50][cH:51][cH:52][cH:53][cH:54]2)[c:55]2[cH:56][cH:57][cH:58][cH:59][cH:60]2)[cH:61][cH:62][cH:63][cH:64][cH:65]1.[c:66]1([P:67]([c:68]2[cH:69][cH:70][cH:71][cH:72][cH:73]2)[c:74]2[cH:75][cH:76][cH:77][cH:78][cH:79]2)[cH:80][cH:81][cH:82][cH:83][cH:84]1.[c:85]1([P:86]([c:87]2[cH:88][cH:89][cH:90][cH:91][cH:92]2)[c:93]2[cH:94][cH:95][cH:96][cH:97][cH:98]2)[cH:99][cH:100][cH:101][cH:102][cH:103]1>>[Cl:1][c:2]1[cH:3][c:4]([CH2:28][CH3:29])[cH:5][c:6]2[c:11]1[O:10][CH:9]([C:12]([F:13])([F:14])[F:15])[C:8]([C:16](=[O:17])[O:18][CH2:19][CH3:20])=[CH:7]2. Starting materials: Br.BrCCCN (3-bromo-1-propanamine hydrobromide), FC1=CC=C(C=C1)CN1C(=NC2=C1C=CC=C2)NC2CCN(CC2)CCN=C=S (1-[(4-fluorophenyl)methyl]-N-[1-(2-isothiocyanatoethyl)-4-piperidinyl]-1H-benzimidazol-2-amine), C([O-])([O-])=O.[Na+].[Na+] (sodium carbonate). Run in O1CCCC1 (tetrahydrofuran). Conditions: time 8 hour. Product: O.FC1=CC=C(C=C1)CN1C(=NC2=C1C=CC=C2)NC2CCN(CC2)CCNC=2SCCCN2 (1-[(4-fluoro-phenyl)methyl]-N-[1-[2-[(5,6-dihydro-4H-1,3-thiazin-2-yl)amino]ethyl]-4-piperidinyl]-1H-benzimidazol-2-amine monohydrate). Reaction SMILES: Br.Br[CH2:3][CH2:4][CH2:5][NH2:6].[F:7][C:8]1[CH:13]=[CH:12][C:11]([CH2:14][N:15]2[C:19]3[CH:20]=[CH:21][CH:22]=[CH:23][C:18]=3[N:17]=[C:16]2[NH:24][CH:25]2[CH2:30][CH2:29][N:28]([CH2:31][CH2:32][N:33]=[C:34]=[S:35])[CH2:27][CH2:26]2)=[CH:10][CH:9]=1.C(=O)([O-])[O-:37].[Na+].[Na+]>O1CCCC1>[OH2:37].[F:7][C:8]1[CH:13]=[CH:12][C:11]([CH2:14][N:15]2[C:19]3[CH:20]=[CH:21][CH:22]=[CH:23][C:18]=3[N:17]=[C:16]2[NH:24][CH:25]2[CH2:26][CH2:27][N:28]([CH2:31][CH2:32][NH:33][C:34]3[S:35][CH2:3][CH2:4][CH2:5][N:6]=3)[CH2:29][CH2:30]2)=[CH:10][CH:9]=1 |f:0.1,3.4.5,7.8|. Reported procedure: A mixture of 2.2 parts of 3-bromo-1-propanamine hydrobromide, 4.1 parts of 1-[(4-fluorophenyl)methyl]-N-[1-(2-isothiocyanatoethyl)-4-piperidinyl]-1H-benzimidazol-2-amine, 2.2 parts of sodium carbonate and 135 parts of tetrahydrofuran was stirred overnight at room temperature. The reaction mixture was further stirred and refluxed for 3 hours. The mixture was filtered and the filtrate was evaporated. The residue was purified by column-chromatography over silica gel using a mixture of trichlorometh... The reactants are O=C1NC(=O)c2ccccc21, CCOC(=O)CCCCCCCBr, CN(C)C=O, [K]. Yields the product CCOC(=O)CCCCCCCN1C(=O)c2ccccc2C1=O. As a reaction SMILES: [C:14]1(=[O:24])[c:15]2[c:16]([cH:20][cH:21][cH:22][cH:23]2)[C:17](=[O:19])[NH:18]1.[CH2:1]([CH3:2])[O:3][C:4]([CH2:5][CH2:6][CH2:7][CH2:8][CH2:9][CH2:10][CH2:11][Br:12])=[O:13].[CH3:26][N:27]([CH3:28])[CH:29]=[O:30].[K:25]>>[CH2:1]([CH3:2])[O:3][C:4]([CH2:5][CH2:6][CH2:7][CH2:8][CH2:9][CH2:10][CH2:11][N:18]1[C:14](=[O:24])[c:15]2[c:16]([cH:20][cH:21][cH:22][cH:23]2)[C:17]1=[O:19])=[O:13].